This data is from the Open Reaction Database (ORD), a public repository of structured organic reaction records. The task is: describe an organic reaction: reactants, conditions, products, and yield The reactants are [Al+3], C1CCOC1, CCCC1CCC(c2ccc(-c3cc(F)c(F)c(F)c3)cc2O)C(C(=O)OCC)C1, [H-], [H-], [H-], [H-], [Li+]. The product is CCCC1CCC(c2ccc(-c3cc(F)c(F)c(F)c3)cc2O)C(CO)C1. Reaction SMILES: [Al+3:2].[CH2:37]1[O:38][CH2:39][CH2:40][CH2:41]1.[CH2:7]([CH2:8][CH3:9])[CH:10]1[CH2:11][CH2:12][CH:13]([c:21]2[c:22]([OH:36])[cH:23][c:24](-[c:27]3[cH:28][c:29]([F:35])[c:30]([F:34])[c:31]([F:33])[cH:32]3)[cH:25][cH:26]2)[CH:14]([C:16](=[O:17])[O:18][CH2:19][CH3:20])[CH2:15]1.[H-:1].[H-:4].[H-:5].[H-:6].[Li+:3]>>[CH2:7]([CH2:8][CH3:9])[CH:10]1[CH2:11][CH2:12][CH:13]([c:21]2[c:22]([OH:36])[cH:23][c:24](-[c:27]3[cH:28][c:29]([F:35])[c:30]([F:34])[c:31]([F:33])[cH:32]3)[cH:25][cH:26]2)[CH:14]([CH2:16][OH:17])[CH2:15]1. Starting materials: CC(=O)OC(C)=O, CC1(C)CCCNc2cc([N+](=O)[O-])ccc21, CC#N. Yields the product CC(=O)N1CCCC(C)(C)c2ccc([N+](=O)[O-])cc21. Reaction SMILES: [CH3:17][C:18](=[O:19])[O:20][C:21](=[O:22])[CH3:23].[CH3:1][C:2]1([CH3:16])[c:3]2[c:4]([cH:9][c:10]([N+:13](=[O:14])[O-:15])[cH:11][cH:12]2)[NH:5][CH2:6][CH2:7][CH2:8]1.[CH3:24][C:25]#[N:26]>>[CH3:1][C:2]1([CH3:16])[c:3]2[c:4]([cH:9][c:10]([N+:13](=[O:14])[O-:15])[cH:11][cH:12]2)[N:5]([C:18]([CH3:17])=[O:19])[CH2:6][CH2:7][CH2:8]1.